Task: describe an organic reaction: reactants, conditions, products, and yield. Dataset: the Open Reaction Database (ORD), a public repository of structured organic reaction records Reactants: BrC=C(C)C1=CC=NC=C1 (4-(1-Bromoprop-1-en-2-yl)pyridine), N1[C@H](C(=O)O)CCC1 (L-proline), ClC1=CC=2C3=C(NC2C=C1)CCN(CC3)C (9-chloro-3-methyl-1,2,3,4,5,6-hexahydroazepino[4,5-b]indole), [O-]P(=O)([O-])[O-].[K+].[K+].[K+] (potassium phosphate tribasic). The reagents and catalysts are [Cu]I (CuI). Run in O (water), CN(C)C=O (DMF), CN(C)C=O (DMF). Conditions: temperature 90 celsius. Product: ClC1=CC=2C3=C(N(C2C=C1)\C=C(/C)\C1=CC=NC=C1)CCN(CC3)C ((E)-9-chloro-3-methyl-6-(2-(pyridin-4-yl)prop-1-enyl)-1,2,3,4,5,6-hexahydroazepino[4,5-b]indole). RXN SMILES: [Cl:1][C:2]1[CH:10]=[CH:9][C:8]2[NH:7][C:6]3[CH2:11][CH2:12][N:13]([CH3:16])[CH2:14][CH2:15][C:5]=3[C:4]=2[CH:3]=1.[O-]P([O-])([O-])=O.[K+].[K+].[K+].Br[CH:26]=[C:27]([C:29]1[CH:34]=[CH:33][N:32]=[CH:31][CH:30]=1)[CH3:28].N1CCC[C@H]1C(O)=O>CN(C=O)C.[Cu]I.O>[Cl:1][C:2]1[CH:10]=[CH:9][C:8]2[N:7](/[CH:26]=[C:27](/[C:29]3[CH:34]=[CH:33][N:32]=[CH:31][CH:30]=3)\[CH3:28])[C:6]3[CH2:11][CH2:12][N:13]([CH3:16])[CH2:14][CH2:15][C:5]=3[C:4]=2[CH:3]=1 |f:1.2.3.4|. Procedure: A mixture of 9-chloro-3-methyl-1,2,3,4,5,6-hexahydroazepino[4,5-b]indole (117 mg, 0.5 mmol) and potassium phosphate tribasic (212 mg, 1 mmol) in DMF was purged with nitrogen and heated at 90° C. 4-(1-Bromoprop-1-en-2-yl)pyridine (107.83 mg, 0.55 mmol), L-proline (11.5 mg, 0.1 mmol), CuI (9.5 mg, 0.05 mmol) in DMF were charged in a separate flask. This mixture was purged with nitrogen and heated at 90° C. for 5 min. Both reaction mixtures were combined and heated at 90° C. overnight. The reaction...